describe an organic reaction: reactants, conditions, products, and yield From a dataset of the Open Reaction Database (ORD), a public repository of structured organic reaction records. The reactants are ClC1=CC=C(C=C1)[C@@H](CN(C(OC(C)(C)C)=O)C(C)C)C(=O)N1CCN(CC1)C1=C2C(=NC=C1C=1OC(=NN1)C)NC=C2 ((S)-tert-Butyl 2-(4-chlorophenyl)-3-(4-(5-(5-methyl-1,3,4-oxadiazol-2-yl)-1H-pyrrolo[2,3-b]pyridin-4-yl)piperazin-1-yl)-3-oxopropyl(isopropyl)carbamate). Run in C(=O)(C(F)(F)F)O (TFA). Product: ClC1=CC=C(C=C1)[C@H](C(=O)N1CCN(CC1)C1=C2C(=NC=C1C=1OC(=NN1)C)NC=C2)CNC(C)C ((S)-2-(4-chlorophenyl)-3-(isopropylamino)-1-(4-(5-(5-methyl-1,3,4-oxadiazol-2-yl)-1H-pyrrolo[2,3-b]pyridin-4-yl)piperazin-1-yl)propan-1-one). Isolated yield 50.4%. RXN SMILES: [Cl:1][C:2]1[CH:7]=[CH:6][C:5]([C@H:8]([C:21]([N:23]2[CH2:28][CH2:27][N:26]([C:29]3[C:34]([C:35]4[O:36][C:37]([CH3:40])=[N:38][N:39]=4)=[CH:33][N:32]=[C:31]4[NH:41][CH:42]=[CH:43][C:30]=34)[CH2:25][CH2:24]2)=[O:22])[CH2:9][N:10]([CH:18]([CH3:20])[CH3:19])C(=O)OC(C)(C)C)=[CH:4][CH:3]=1>C(O)(C(F)(F)F)=O>[Cl:1][C:2]1[CH:3]=[CH:4][C:5]([C@@H:8]([CH2:9][NH:10][CH:18]([CH3:20])[CH3:19])[C:21]([N:23]2[CH2:24][CH2:25][N:26]([C:29]3[C:34]([C:35]4[O:36][C:37]([CH3:40])=[N:38][N:39]=4)=[CH:33][N:32]=[C:31]4[NH:41][CH:42]=[CH:43][C:30]=34)[CH2:27][CH2:28]2)=[O:22])=[CH:6][CH:7]=1. Procedure: (S)-tert-Butyl 2-(4-chlorophenyl)-3-(4-(5-(5-methyl-1,3,4-oxadiazol-2-yl)-1H-pyrrolo[2,3-b]pyridin-4-yl)piperazin-1-yl)-3-oxopropyl(isopropyl)carbamate (50 mg, 0.082 mmol) in TFA (3 mL) was stirred for 30 minutes and then concentrated to dryness. The resulting residue was dissolved in minimal DCM (0.2 mL) and added to 2N HCl in ether. The resulting solid was filtered and dried under nitrogen to yield (S)-2-(4-chlorophenyl)-3-(isopropylamino)-1-(4-(5-(5-methyl-1,3,4-oxadiazol-2-yl)-1H-pyrrolo[2,3... The reactants are CN(C)NC(=O)C1(Cc2ccccc2)CCN(C(=O)C(Cc2c[nH]c3ccccc23)NC(=O)OC(C)(C)C)CC1, ClCCl, O=C(O)C(F)(F)F. Yields the product CN(C)NC(=O)C1(Cc2ccccc2)CCN(C(=O)C(N)Cc2c[nH]c3ccccc23)CC1. As a reaction SMILES: [C:1]([O:2][C:3](=[O:4])[NH:7][CH:8]([C:9](=[O:10])[N:11]1[CH2:12][CH2:13][C:14]([C:17](=[O:18])[NH:19][N:20]([CH3:21])[CH3:22])([CH2:23][c:24]2[cH:25][cH:26][cH:27][cH:28][cH:29]2)[CH2:15][CH2:16]1)[CH2:30][c:31]1[cH:32][nH:33][c:34]2[cH:35][cH:36][cH:37][cH:38][c:39]12)([CH3:5])([CH3:6])[CH3:40].[CH2:48]([Cl:49])[Cl:50].[OH:41][C:42]([C:43]([F:44])([F:45])[F:46])=[O:47]>>[NH2:7][CH:8]([C:9](=[O:10])[N:11]1[CH2:12][CH2:13][C:14]([C:17](=[O:18])[NH:19][N:20]([CH3:21])[CH3:22])([CH2:23][c:24]2[cH:25][cH:26][cH:27][cH:28][cH:29]2)[CH2:15][CH2:16]1)[CH2:30][c:31]1[cH:32][nH:33][c:34]2[cH:35][cH:36][cH:37][cH:38][c:39]12.